Task: describe an organic reaction: reactants, conditions, products, and yield. Dataset: the Open Reaction Database (ORD), a public repository of structured organic reaction records The reactants are C(C1=CC=CC=C1)OC(=O)NC(C(=O)O)(C)C (2-{[(Benzyloxy)carbonyl]amino}-2-methylpropanoic acid), N (NH3), C(=O)(N1C=NC=C1)N1C=NC=C1 (1,1′-carbonyldiimidazole), NC1=C(C(=O)N)C=CC=C1N (2,3-Diaminobenzamide). Solvent: N1=CC=CC=C1 (pyridine), CN(C)C=O (DMF). Run at temperature 40 celsius, time 8 hour. Product: NC1=C(C=CC=C1C(=O)N)NC(C(C)(C)NC(OCC1=CC=CC=C1)=O)=O (benzyl 2-{[2-amino-3-(aminocarbonyl)phenyl]amino}-1,1-dimethyl-2-oxoethylcarbamate). As a reaction SMILES: [CH2:1]([O:8][C:9]([NH:11][C:12]([CH3:17])([CH3:16])[C:13]([OH:15])=O)=[O:10])[C:2]1[CH:7]=[CH:6][CH:5]=[CH:4][CH:3]=1.C(N1C=CN=C1)(N1C=CN=C1)=O.[NH2:30][C:31]1[C:39]([NH2:40])=[CH:38][CH:37]=[CH:36][C:32]=1[C:33]([NH2:35])=[O:34].N>N1C=CC=CC=1.CN(C=O)C>[NH2:30][C:31]1[C:32]([C:33]([NH2:35])=[O:34])=[CH:36][CH:37]=[CH:38][C:39]=1[NH:40][C:13](=[O:15])[C:12]([NH:11][C:9](=[O:10])[O:8][CH2:1][C:2]1[CH:3]=[CH:4][CH:5]=[CH:6][CH:7]=1)([CH3:17])[CH3:16]. Procedure: 2-{[(Benzyloxy)carbonyl]amino}-2-methylpropanoic acid (5.18 g, 21.83 mmol) in a mixture of pyridine (25 mL) and DMF (25 mL) was treated with 1,1′-carbonyldiimidazole (3.72 g, 22.92 mmol) and heated at 40° C. for 2 hours. 2,3-Diaminobenzamide dihydrochlolide (4.89 g, 21.83 mmol), prepared as described in WO0026192, was added and the mixture was stirred at room temperature overnight. The solvents were removed under vacuum and the residue was partitioned between ethyl acetate and diluted sodium bic... The reactants are Brc1ccc(-n2ccnc2)cc1, CC#N, c1cn[nH]c1. Product: c1cnn(-c2ccc(-n3ccnc3)cc2)c1. Reaction SMILES: [Br:1][c:2]1[cH:3][cH:4][c:5](-[n:8]2[cH:9][n:10][cH:11][cH:12]2)[cH:6][cH:7]1.[CH3:18][C:19]#[N:20].[nH:13]1[n:14][cH:15][cH:16][cH:17]1>>[c:2]1(-[n:13]2[n:14][cH:15][cH:16][cH:17]2)[cH:3][cH:4][c:5](-[n:8]2[cH:9][n:10][cH:11][cH:12]2)[cH:6][cH:7]1. Starting materials: cuprous chloride, C(C1=CC=CC=C1)[C@@H](C(=O)OCC1=CC=CC=C1)CC=C (benzyl 2(S)-benzyl-4-pentenoate), Cl (hydrochloric acid), CN(C=O)C (dimethylformamide). The reagents and catalysts are [Pd](Cl)Cl (palladium chloride). The solvent is O (water). Conditions: time 1 hour. The product is C(C1=CC=CC=C1)[C@@H](C(=O)OCC1=CC=CC=C1)CC(C)=O (Benzyl 2(R)-benzyl-4-oxopentanoate). Yield: 86.0%. Reaction SMILES: [CH2:1]([C@H:8]([CH2:19][CH:20]=[CH2:21])[C:9]([O:11][CH2:12][C:13]1[CH:18]=[CH:17][CH:16]=[CH:15][CH:14]=1)=[O:10])[C:2]1[CH:7]=[CH:6][CH:5]=[CH:4][CH:3]=1.Cl.CN(C)C=[O:26]>O.[Pd](Cl)Cl>[CH2:1]([C@H:8]([CH2:19][C:20](=[O:26])[CH3:21])[C:9]([O:11][CH2:12][C:13]1[CH:18]=[CH:17][CH:16]=[CH:15][CH:14]=1)=[O:10])[C:2]1[CH:3]=[CH:4][CH:5]=[CH:6][CH:7]=1. Procedure: A suspension of 500 mg (5 mmoles) of cuprous chloride and 180 mg (1 mmole) of palladium chloride in a mixture of 5 ml of dimethylformamide and 0.6 ml of water was stirred for 1 hour under an atmosphere of oxygen. At the end of this time, 1.41 g(5.03 mmoles) of benzyl 2(S)-benzyl-4-pentenoate (prepared as described in Preparation 18) was added to the mixture. The mixture was then stirred for an additional 5 hours at room temperature and under an atmosphere of oxygen, after which the reaction mixt...